Dataset: the Open Reaction Database (ORD), a public repository of structured organic reaction records. Task: describe an organic reaction: reactants, conditions, products, and yield Starting materials: C(C)OC(CCCC(C1=CC(=C(C=C1)O)CCC(=O)OCC)=O)=O (3-(3-ethoxy-3-oxopropyl)-4-hydroxy-δ-oxobenzenepentanoic acid ethyl ester), BrCCCCCBr (1,5-dibromopentane). Yields the product C(C)OC(CCCC(C1=CC(=C(C=C1)OCCCCCBr)CCC(=O)OCC)=O)=O (4-[(5-Bromopentyl)oxy]-3-(3-ethoxy-3-oxopropyl)-δ-oxobenzenepentanoic Acid Ethyl Ester). Isolated yield 85.7%. Reaction SMILES: [CH2:1]([O:3][C:4](=[O:24])[CH2:5][CH2:6][CH2:7][C:8](=[O:23])[C:9]1[CH:14]=[CH:13][C:12]([OH:15])=[C:11]([CH2:16][CH2:17][C:18]([O:20][CH2:21][CH3:22])=[O:19])[CH:10]=1)[CH3:2].[Br:25][CH2:26][CH2:27][CH2:28][CH2:29][CH2:30]Br>>[CH2:1]([O:3][C:4](=[O:24])[CH2:5][CH2:6][CH2:7][C:8](=[O:23])[C:9]1[CH:14]=[CH:13][C:12]([O:15][CH2:30][CH2:29][CH2:28][CH2:27][CH2:26][Br:25])=[C:11]([CH2:16][CH2:17][C:18]([O:20][CH2:21][CH3:22])=[O:19])[CH:10]=1)[CH3:2]. Procedure: Starting with 0.332 g (0.99 mmol) of 3-(3-ethoxy-3-oxopropyl)-4-hydroxy-δ-oxobenzenepentanoic acid ethyl ester, and 1.16 g (5.04 mmol) of 1,5-dibromopentane, the title compound was obtained in 85.7% yield as a white solid, mp 48°-49° C., using the procedure of example 21.